From a dataset of the Open Reaction Database (ORD), a public repository of structured organic reaction records. describe an organic reaction: reactants, conditions, products, and yield The reactants are O=C([O-])[O-], CN1CCNCC1, CS(C)=O, N#Cc1ccc(F)c2ccccc12, [K+], [K+], O. The product is CN1CCN(c2ccc(C#N)c3ccccc23)CC1. As a reaction SMILES: [C:21](=[O:22])([O-:23])[O-:24].[CH3:14][N:15]1[CH2:16][CH2:17][NH:18][CH2:19][CH2:20]1.[CH3:27][S:28]([CH3:29])=[O:30].[F:1][c:2]1[cH:3][cH:4][c:5]([C:12]#[N:13])[c:6]2[cH:7][cH:8][cH:9][cH:10][c:11]12.[K+:25].[K+:26].[OH2:31]>>[c:2]1([N:18]2[CH2:17][CH2:16][N:15]([CH3:14])[CH2:20][CH2:19]2)[cH:3][cH:4][c:5]([C:12]#[N:13])[c:6]2[cH:7][cH:8][cH:9][cH:10][c:11]12. Starting materials: CCc1ccc(OC2CCCCO2)c(OC)c1, CN(C)CCN(C)C, [Li]CCCC, CCCCCC, CN(C)C=O. Yields the product CCc1cc(C=O)c(OC2CCCCO2)c(OC)c1. RXN SMILES: [CH2:1]([CH3:2])[c:3]1[cH:4][c:5]([O:16][CH3:17])[c:6]([O:7][CH:8]2[O:9][CH2:10][CH2:11][CH2:12][CH2:13]2)[cH:14][cH:15]1.[CH3:18][N:19]([CH3:20])[CH2:21][CH2:22][N:23]([CH3:24])[CH3:25].[CH3:26][CH2:27][CH2:28][CH2:29][Li:30].[CH3:36][CH2:37][CH2:38][CH2:39][CH2:40][CH3:41].[O:31]=[CH:32][N:33]([CH3:34])[CH3:35]>>[CH2:1]([CH3:2])[c:3]1[cH:4][c:5]([O:16][CH3:17])[c:6]([O:7][CH:8]2[O:9][CH2:10][CH2:11][CH2:12][CH2:13]2)[c:14]([CH:32]=[O:31])[cH:15]1. Reactants: C[As](C)N[C@H](C(=O)O)CCC(=O)N[C@@H](CS)C(=O)NCC(=O)O (Dimethylarsinoglutathione), C[As](C)[As](C)C (Tetramethyldiarsine), Carbohydrate, C[As](C)N([C@@H](CCC(N)=O)C(=O)O)SSN([C@@H](CCC(N)=O)C(=O)O)[As](C)C (dithiobis(dimethylarsinoglutamine)). The solvent is ClCCl (dichloromethane). Run at time 8 hour. Product: C[As](SC[C@H](NC(CC[C@H](N)C(=O)O)=O)C(=O)NCC(=O)O)C (S-dimethylarsinoglutathione). RXN SMILES: C[As]([NH:4][C@@H:5]([CH2:9][CH2:10][C:11]([NH:13][C@H:14]([C:17]([NH:19][CH2:20][C:21]([OH:23])=[O:22])=[O:18])[CH2:15][SH:16])=[O:12])[C:6]([OH:8])=[O:7])C.[CH3:24][As:25](N(SSN([As](C)C)[C@H](C(O)=O)CCC(=O)N)[C@H](C(O)=O)CCC(=O)N)[CH3:26].C[As]([As](C)C)C>ClCCl>[CH3:24][As:25]([CH3:26])[S:16][CH2:15][C@@H:14]([C:17]([NH:19][CH2:20][C:21]([OH:23])=[O:22])=[O:18])[NH:13][C:11](=[O:12])[CH2:10][CH2:9][C@@H:5]([C:6]([OH:8])=[O:7])[NH2:4]. Procedure details: Dimethylarsinoglutathione is made using an adapted of Chen (Chen, G. C., et al. Carbohydrate Res. (1976) 50: 53-62) the contents of which are hereby incorporated by reference in their entirety. Briefly, dithiobis(dimethylarsinoglutamine) is dissolved in dichloromethane under nitrogen. Tetramethyldiarsine is added dropwise to the solution and the reaction is stirred overnight at room temperature under nitrogen and then exposed to air for 1 h. The mixture is then evaporated to dryness and the resi... Starting materials: C[Si](CCOCN1N=CC(=C1)C=1C=C(C#N)C=CC1)(C)C (3-(1-[2-(trimethylsilyl)ethoxy]methyl-1H-pyrazol-4-yl)benzonitrile), C(=O)(C(F)(F)F)O (TFA). Run at temperature 120 celsius. Product: FC(C(=O)O)(F)F.N1N=CC(=C1)C=1C=C(C#N)C=CC1 (3-(1H-pyrazol-4-yl)benzonitrile trifluoroacetate). Reaction SMILES: C[Si](C)(C)CCOC[N:7]1[CH:11]=[C:10]([C:12]2[CH:13]=[C:14]([CH:17]=[CH:18][CH:19]=2)[C:15]#[N:16])[CH:9]=[N:8]1.[C:22]([OH:28])([C:24]([F:27])([F:26])[F:25])=[O:23]>>[F:25][C:24]([F:27])([F:26])[C:22]([OH:28])=[O:23].[NH:7]1[CH:11]=[C:10]([C:12]2[CH:13]=[C:14]([CH:17]=[CH:18][CH:19]=2)[C:15]#[N:16])[CH:9]=[N:8]1 |f:2.3|. Reported procedure: A solution of 3-(1-[2-(trimethylsilyl)ethoxy]methyl-1H-pyrazol-4-yl)benzonitrile (110.0 mg, 0.0003673 mol) was taken up in TFA (3.0 mL, 0.039 mol) and the mixture was heated in microwave at 120° C. for 3 min. The reaction mixture was allowed to cool to rt, and then concentrated to give a crude residue. The product was purified by HPLC on a C-18 column eluting with a water/ACN gradient containing 0.2% TFA to give 3-(1H-pyrazol-4-yl)benzonitrile trifluoroacetate as an amorphous white solid, LC/MS ... Reactants: 2-methyl-7-[2-(2-formylaminothiazol-4-yl)glyoxylamino]-3-cephem-4-carboxylic acid, C([O-])(O)=O.[Na+] (sodium bicarbonate), CC1S[C@H]2N(C(=C1)C(=O)O)C(C2NC(C(=O)C=2NC(SC2)=NC=O)=O)=O (2-methyl-7-[2-(2-formylimino-2,3-dihydrothiazol-4-yl)glyoxylamido]-3-cephem-4-carboxylic acid), C([O-])(O)=O.[Na+] (sodium bicarbonate), O.O.O.C(C)(=O)[O-].[Na+] (sodium acetate trihydrate), CO[NH3+].[Cl-] (0-methylhydroxylamine hydrochloride). Run in C(C)(=O)OCC (ethyl acetate), O (water). Product: CC1S[C@H]2N(C(=C1)C(=O)O)C(C2NC(C(C=2N=C(SC2)NC=O)=NOC)=O)=O (2-methyl-7-[2-methoxyimino-2-(2-formylaminothiazol-4-yl)acetamido]-3-cephem-4-carboxylic acid). RXN SMILES: [CH3:1][CH:2]1[CH:7]=[C:6]([C:8]([OH:10])=[O:9])[N:5]2[C:11](=[O:26])[CH:12]([NH:13][C:14](=[O:25])[C:15]([C:17]3[NH:18][C:19](=[N:22][CH:23]=[O:24])[S:20][CH:21]=3)=O)[C@H:4]2[S:3]1.C(=O)(O)[O-].[Na+].O.O.O.C([O-])(=O)C.[Na+].[CH3:40][O:41][NH3+:42].[Cl-]>O.C(OCC)(=O)C>[CH3:1][CH:2]1[CH:7]=[C:6]([C:8]([OH:10])=[O:9])[N:5]2[C:11](=[O:26])[CH:12]([NH:13][C:14](=[O:25])[C:15](=[N:42][O:41][CH3:40])[C:17]3[N:18]=[C:19]([NH:22][CH:23]=[O:24])[S:20][CH:21]=3)[C@H:4]2[S:3]1 |f:1.2,3.4.5.6.7,8.9|. Procedure details: To a suspension of 2-methyl-7-[2-(2-formylaminothiazol-4-yl)glyoxylamino]-3-cephem-4-carboxylic acid, which can be represented as 2-methyl-7-[2-(2-formylimino-2,3-dihydrothiazol-4-yl)glyoxylamido]-3-cephem-4-carboxylic acid, (792 mg.) in water (20 ml.) was added sodium bicarbonate (168 mg.) with stirring. To thus obtained solution were added sodium acetate trihydrate (272.2 mg.) and 0-methylhydroxylamine hydrochloride (334 Smg.), and the mixture was stirred for 2 hours at 48° to 50° C. After coo... Reactants: [OH-].[Na+] (NaOH), BrC=1C(N(C(=CC1OCC1=C(C=C(C=C1)F)F)C)C=1C=C(C(=O)OC)C=CC1OC)=O (methyl 3-[3-bromo-4-[(2,4-difluorobenzyl)oxy]-6-methyl-2-oxopyridin-1(2H)-yl]-4-methoxybenzoate), O1CCCC1 (tetrahydrofuran), CO (methanol). The solvent is O (water). Run at time 30 minute. Yields the product BrC=1C(N(C(=CC1OCC1=C(C=C(C=C1)F)F)C)C=1C=C(C(=O)O)C=CC1OC)=O (3-[3-bromo-4-[(2,4-difluorobenzyl)oxy]-6-methyl-2-oxopyridin-1(2H)-yl]-4-methoxybenzoic acid), 81w. As a reaction SMILES: [Br:1][C:2]1[C:3](=[O:31])[N:4]([C:19]2[CH:20]=[C:21]([CH:26]=[CH:27][C:28]=2[O:29][CH3:30])[C:22]([O:24]C)=[O:23])[C:5]([CH3:18])=[CH:6][C:7]=1[O:8][CH2:9][C:10]1[CH:15]=[CH:14][C:13]([F:16])=[CH:12][C:11]=1[F:17].O1CCCC1.CO.[OH-].[Na+]>O>[Br:1][C:2]1[C:3](=[O:31])[N:4]([C:19]2[CH:20]=[C:21]([CH:26]=[CH:27][C:28]=2[O:29][CH3:30])[C:22]([OH:24])=[O:23])[C:5]([CH3:18])=[CH:6][C:7]=1[O:8][CH2:9][C:10]1[CH:15]=[CH:14][C:13]([F:16])=[CH:12][C:11]=1[F:17] |f:3.4|. Procedure: A 100 mL round bottomed flask was charged with the product of Step 4 (0.77 g, 1.55 mmol), tetrahydrofuran (10 mL), methanol (5 mL), and water (5 mL). To this slurry was added 2.5 N NaOH (1.2 mL, 3.1 mmol). The reaction mixture became clear after 30 minutes and the reaction was complete in 1 h by LC-MS. The organics were removed on the rotary evaporator and the remaining solution was acidified to pH 2-3 with 6N HCl. The desired compound was precipitated by the addition of water and diethyl ether ...